From a dataset of the Open Reaction Database (ORD), a public repository of structured organic reaction records. describe an organic reaction: reactants, conditions, products, and yield Reactants: [H-].C(C(C)C)[Al+]CC(C)C (Diisobutylaluminum hydride), [Si](C)(C)(C(C)(C)C)N1C([C@@H]([C@H]1CC(=O)OC)[C@@H](C)O[Si](C)(C)C(C)(C)C)=O ((3S,4R)-1-(t-butyldimethylsilyl)-3-[(R)-1-(t-butyldimethylsilyloxy)ethyl]-4-carbomethoxymethyl azetidin-2-one). Run in C1(=CC=CC=C1)C (toluene). Conditions: temperature -78 celsius, time 3 hour. The product is [Si](C)(C)(C(C)(C)C)N1C([C@@H]([C@H]1CC=O)[C@@H](C)O[Si](C)(C)C(C)(C)C)=O ((3S,4R)-1-(t-butyldimethylsilyl)-3-[(R)-1-(t-butyldimethylsilyloxy)ethyl]-4 -(2-oxoethyl)azetidin-2-one). As a reaction SMILES: [H-].C([Al+]CC(C)C)C(C)C.[Si:11]([N:18]1[C@H:21]([CH2:22][C:23](OC)=[O:24])[C@@H:20]([C@H:27]([O:29][Si:30]([C:33]([CH3:36])([CH3:35])[CH3:34])([CH3:32])[CH3:31])[CH3:28])[C:19]1=[O:37])([C:14]([CH3:17])([CH3:16])[CH3:15])([CH3:13])[CH3:12]>C1(C)C=CC=CC=1>[Si:11]([N:18]1[C@H:21]([CH2:22][CH:23]=[O:24])[C@@H:20]([C@H:27]([O:29][Si:30]([C:33]([CH3:36])([CH3:35])[CH3:34])([CH3:31])[CH3:32])[CH3:28])[C:19]1=[O:37])([C:14]([CH3:17])([CH3:15])[CH3:16])([CH3:13])[CH3:12] |f:0.1|. Procedure: Diisobutylaluminum hydride (3.72 ml of 0.91M in hexane, 3.38 mmol) is added slowly by syringe to a solution of (3S,4R)-1-(t-butyldimethylsilyl)-3-[(R)-1-(t-butyldimethylsilyloxy)ethyl]-4-carbomethoxymethyl azetidin-2-one (936 mg, 2.26 mmol) in 25 ml of freshly distilled toluene at -78° C. The resulting solution is stirred at -78° C. for 3 hrs., then quenched by addition of 2.5N hydrochloric acid (5 ml). The resulting mixture is stirred for 2 min., then poured into a separatory funnel containing ...